Dataset: the Open Reaction Database (ORD), a public repository of structured organic reaction records. Task: describe an organic reaction: reactants, conditions, products, and yield The reactants are NC1CC(C1)C1=CC=C(C=C1)C=1N=C(NC1)[C@H]1N(CCC1)C(=O)OC(C)(C)C ((S)-tert-butyl 2-(4-(4-(3-aminocyclobutyl)phenyl)-1H-imidazol-2-yl)pyrrolidine-1-carboxylate), N1([C@H](C(=O)O)CCC1)C(=O)OC(C)(C)C (N-Boc-L-Pro-OH), CC(N=C=NC(C)C)C (DIC). Solvent: ClCCl (dichloromethane), C(Cl)Cl (methylene chloride). Reaction conditions: time 8 hour. Yields the product C(C)(C)(C)OC(=O)N1[C@@H](CCC1)C=1NC=C(N1)C1=CC=C(C=C1)C1CC(C1)NC(=O)[C@H]1N(CCC1)C(=O)OC(C)(C)C ((S)-tert-butyl 2-(3-(4-(2-((S)-1-(tert-butoxycarbonyl)pyrrolidin-2-yl)-1H-imidazol-4-yl)phenyl)cyclobutylcarbamoyl)pyrrolidine-1-carboxylate). The yield is 59.0%. RXN SMILES: [NH2:1][CH:2]1[CH2:5][CH:4]([C:6]2[CH:11]=[CH:10][C:9]([C:12]3[N:13]=[C:14]([C@@H:17]4[CH2:21][CH2:20][CH2:19][N:18]4[C:22]([O:24][C:25]([CH3:28])([CH3:27])[CH3:26])=[O:23])[NH:15][CH:16]=3)=[CH:8][CH:7]=2)[CH2:3]1.[N:29]1([C:37]([O:39][C:40]([CH3:43])([CH3:42])[CH3:41])=[O:38])[CH2:36][CH2:35][CH2:34][C@H:30]1[C:31](O)=[O:32].CC(C)N=C=NC(C)C>ClCCl>[C:25]([O:24][C:22]([N:18]1[CH2:19][CH2:20][CH2:21][C@H:17]1[C:14]1[NH:15][CH:16]=[C:12]([C:9]2[CH:10]=[CH:11][C:6]([CH:4]3[CH2:3][CH:2]([NH:1][C:31]([C@@H:30]4[CH2:34][CH2:35][CH2:36][N:29]4[C:37]([O:39][C:40]([CH3:43])([CH3:42])[CH3:41])=[O:38])=[O:32])[CH2:5]3)=[CH:7][CH:8]=2)[N:13]=1)=[O:23])([CH3:28])([CH3:27])[CH3:26]. Procedure details: To a solution of (S)-tert-butyl 2-(4-(4-(3-aminocyclobutyl)phenyl)-1H-imidazol-2-yl)pyrrolidine-1-carboxylate (A9) (330 mg, 0.86 mmol) in dichloromethane (60 mL), N-Boc-L-Pro-OH (204 mg, 0.95 mmol), and DIC (0.2 mL) were added at rt. After stirring overnight, the reaction mixture was diluted with methylene chloride (50 mL), and washed with saturated aqueous NaHCO3, dried with Na2SO4. After removal of the solvent, the crude product was purified by silica gel column chromatography (n-hexane/ethyl ... Reactants: COC(=O)c1cc2c(OC(C)=O)cccc2n1Cc1ccc(Cl)c(Cl)c1, C[O-], CO, Cl, [Na+]. Product: COC(=O)c1cc2c(O)cccc2n1Cc1ccc(Cl)c(Cl)c1. RXN SMILES: [C:4](=[O:5])([CH3:6])[O:7][c:8]1[c:9]2[cH:10][c:11]([C:26](=[O:27])[O:28][CH3:29])[n:12]([CH2:17][c:18]3[cH:19][c:20]([Cl:25])[c:21]([Cl:24])[cH:22][cH:23]3)[c:13]2[cH:14][cH:15][cH:16]1.[CH3:1][O-:2].[CH3:31][OH:32].[ClH:30].[Na+:3]>>[OH:7][c:8]1[c:9]2[cH:10][c:11]([C:26](=[O:27])[O:28][CH3:29])[n:12]([CH2:17][c:18]3[cH:19][c:20]([Cl:25])[c:21]([Cl:24])[cH:22][cH:23]3)[c:13]2[cH:14][cH:15][cH:16]1.